This data is from the Open Reaction Database (ORD), a public repository of structured organic reaction records. The task is: describe an organic reaction: reactants, conditions, products, and yield Reactants: NC1=CC=C(C(=O)NNC(=S)NCC)C=C1 (1-(4-aminobenzoyl)-4-ethylthiosemicarbazide), [OH-].[Na+] (sodium hydroxide). Run in O (water), C(C)(=O)O (acetic acid). Run at temperature 24 celsius. The product is NC1=CC=C(C=C1)C=1N(C(NN1)=S)CC (5-(4-aminophenyl)-4-ethyl-2,4-dihydro-[1,2,4]triazol-3-thione). Yield: 82.1%. Reaction SMILES: [NH2:1][C:2]1[CH:16]=[CH:15][C:5]([C:6]([NH:8][NH:9][C:10]([NH:12][CH2:13][CH3:14])=[S:11])=O)=[CH:4][CH:3]=1.[OH-].[Na+]>O.C(O)(=O)C>[NH2:1][C:2]1[CH:16]=[CH:15][C:5]([C:6]2[N:12]([CH2:13][CH3:14])[C:10](=[S:11])[NH:9][N:8]=2)=[CH:4][CH:3]=1 |f:1.2|. Reported procedure: A mixture of 3.0 g (12.6 mmol) of 1-(4-aminobenzoyl)-4-ethylthiosemicarbazide and 4.8 mL of 2N sodium hydroxide in 38 mL of water was heated at reflux for 2 hours. The reaction mixture was cooled to 24° C. and diluted with glacial acetic acid to pH=3. The precipitate which formed was collected by filtration and washed with ethyl acetate:methanol (1:1 v/v) to provide 2.28 g (82%) of 5-(4-aminophenyl)-4-ethyl-2,4-dihydro-[1,2,4]triazol-3-thione, mp 240°-250° C. Reactants: BrCC(=O)OCC (ethyl bromoacetate), C1=CC=CC=C1.BrCC(=O)OCC (ethyl bromoacetate benzene), C(C)(=O)C1(CC1)C(=O)OCC (ethyl 1-acetylcyclopropanecarboxylate), II (iodine), Cl (hydrochloric acid). Reagents/catalysts: [Zn] (zinc), [Zn] (zinc). The solvent is C1=CC=CC=C1 (benzene), C1=CC=CC=C1 (benzene). Yields the product C(C)OC(CC(C1(CC1)C(=O)OCC)(C)O)=O (Ethyl1-ethoxycarbonyl-β-hydroxy-β-methyl-cyclopropanepropanoate). Isolated yield 95.0%. As a reaction SMILES: [C:1]([C:4]1([C:7]([O:9][CH2:10][CH3:11])=[O:8])[CH2:6][CH2:5]1)(=[O:3])[CH3:2].II.Br[CH2:15][C:16]([O:18][CH2:19][CH3:20])=[O:17].C1C=CC=CC=1.BrCC(OCC)=O.Cl>C1C=CC=CC=1.[Zn]>[CH2:19]([O:18][C:16](=[O:17])[CH2:15][C:1]([OH:3])([CH3:2])[C:4]1([C:7]([O:9][CH2:10][CH3:11])=[O:8])[CH2:6][CH2:5]1)[CH3:20] |f:3.4|. Procedure details: A 61.7 g (0.39 mol) portion of ethyl 1-acetylcyclopropanecarboxylate was dissolved in 500 ml of benzene to which were subsequently added 13 g of zinc powder and a catalytically effective amount of iodine. While heating under reflux, a solution of 56.2 ml (0.51 mol) of ethyl bromoacetate in 100 ml of benzene was added dropwise to the mixture above. When the reaction started to progress, the dropwise addition was suspended, 39 g of zinc powder was added in small portions and then the remaining eth... Starting materials: C(C1=CC=CC=C1)C(C(=O)OCC)CNC(=O)OC(C)(C)C (ethyl 2-benzyl-3-[(tert-butoxycarbonyl)amino]propanoate), [OH-].[Na+] (sodium hydroxide), Cl (HCl). Run in O1CCCC1 (tetrahydrofuran). Reaction conditions: temperature 60 celsius, time 5 hour. The product is C(C1=CC=CC=C1)C(C(=O)O)CNC(=O)OC(C)(C)C (2-benzyl-3-[(tert-butoxycarbonyl)amino]propanoic acid). The yield is 80.9%. As a reaction SMILES: [CH2:1]([CH:8]([CH2:14][NH:15][C:16]([O:18][C:19]([CH3:22])([CH3:21])[CH3:20])=[O:17])[C:9]([O:11]CC)=[O:10])[C:2]1[CH:7]=[CH:6][CH:5]=[CH:4][CH:3]=1.[OH-].[Na+].Cl>O1CCCC1>[CH2:1]([CH:8]([CH2:14][NH:15][C:16]([O:18][C:19]([CH3:22])([CH3:21])[CH3:20])=[O:17])[C:9]([OH:11])=[O:10])[C:2]1[CH:3]=[CH:4][CH:5]=[CH:6][CH:7]=1 |f:1.2|. Procedure details: To a solution of ethyl 2-benzyl-3-[(tert-butoxycarbonyl)amino]propanoate (310 mg) in tetrahydrofuran (15 mL) were added 1N sodium hydroxide aqueous solution (6.0 mL) and the mixture was stirred at 60° C. for 5 hours. The mixture was cooled and adjusted to pH=2 by addition of 1N HCl. The mixture was extracted with ethyl acetate and the separated organic layer was washed with brine, dried over magnesium sulfate, and evaporated in vacuo. The residue was purified by column chromatography on silica g... Starting materials: CCOC(C)=O, CO, Cl, CC(C)(C)OC(=O)N1CCOC(c2ccc(OCCCN3CCCC3)cc2)C1. Yields the product Cl, c1cc(C2CNCCO2)ccc1OCCCN1CCCC1. As a reaction SMILES: [CH3:30][CH2:31][O:32][C:33](=[O:34])[CH3:35].[CH3:36][OH:37].[ClH:1].[N:2]1([CH2:7][CH2:8][CH2:9][O:10][c:11]2[cH:12][cH:13][c:14]([CH:17]3[O:18][CH2:19][CH2:20][N:21]([C:23]([O:24][C:25]([CH3:26])([CH3:27])[CH3:28])=[O:29])[CH2:22]3)[cH:15][cH:16]2)[CH2:3][CH2:4][CH2:5][CH2:6]1>>[ClH:1].[N:2]1([CH2:7][CH2:8][CH2:9][O:10][c:11]2[cH:12][cH:13][c:14]([CH:17]3[O:18][CH2:19][CH2:20][NH:21][CH2:22]3)[cH:15][cH:16]2)[CH2:3][CH2:4][CH2:5][CH2:6]1. The reactants are CC(=O)OI1(C2=CC=CC=C2C(=O)O1)(OC(=O)C)OC(=O)C (1,1,1-triacetoxy-1,1-dihydro-1,2-benziodoxol-3(1H)-one), ice, C(C)(C)(C)C=1C=C(C(=C(C1)NC(=O)C=1C=CC(=C(OC2=CC(=NC=C2)CC2CCN(CC2)C(=O)OC(C)(C)C)C1)C)OC)CO (tert-butyl 4-{4-[5-(5-tert-butyl-3-hydroxymethyl-2-methoxy-phenylcarbamoyl)-2-methyl-phenoxy]-pyridin-2-ylmethyl}-piperidine-1-carboxylate). The solvent is ClCCl (dichloromethane). Conditions: time 8 hour. Yields the product C(C)(C)(C)C=1C=C(C(=C(C1)NC(=O)C=1C=CC(=C(OC2=CC(=NC=C2)CC2CCN(CC2)C(=O)OC(C)(C)C)C1)C)OC)C=O (Tert-butyl 4-{4-[5-(5-tert-butyl-3-formyl-2-methoxy-phenylcarbamoyl)-2-methyl-phenoxy]-pyridin-2-ylmethyl}-piperidine-1-carboxylate). Reaction SMILES: CC(OI1(OC(C)=O)(OC(C)=O)OC(=O)C2C1=CC=CC=2)=O.[C:23]([C:27]1[CH:28]=[C:29]([CH2:66][OH:67])[C:30]([O:64][CH3:65])=[C:31]([NH:33][C:34]([C:36]2[CH:37]=[CH:38][C:39]([CH3:63])=[C:40]([CH:62]=2)[O:41][C:42]2[CH:47]=[CH:46][N:45]=[C:44]([CH2:48][CH:49]3[CH2:54][CH2:53][N:52]([C:55]([O:57][C:58]([CH3:61])([CH3:60])[CH3:59])=[O:56])[CH2:51][CH2:50]3)[CH:43]=2)=[O:35])[CH:32]=1)([CH3:26])([CH3:25])[CH3:24]>ClCCl>[C:23]([C:27]1[CH:28]=[C:29]([CH:66]=[O:67])[C:30]([O:64][CH3:65])=[C:31]([NH:33][C:34]([C:36]2[CH:37]=[CH:38][C:39]([CH3:63])=[C:40]([CH:62]=2)[O:41][C:42]2[CH:47]=[CH:46][N:45]=[C:44]([CH2:48][CH:49]3[CH2:54][CH2:53][N:52]([C:55]([O:57][C:58]([CH3:59])([CH3:60])[CH3:61])=[O:56])[CH2:51][CH2:50]3)[CH:43]=2)=[O:35])[CH:32]=1)([CH3:24])([CH3:25])[CH3:26]. Reported procedure: 120 mg of 1,1,1-triacetoxy-1,1-dihydro-1,2-benziodoxol-3(1H)-one (“Dess-Martin-Periodinane”) are added to an ice-cooled solution of 200 mg of tert-butyl 4-{4-[5-(5-tert-butyl-3-hydroxymethyl-2-methoxy-phenylcarbamoyl)-2-methyl-phenoxy]-pyridin-2-ylmethyl}-piperidine-1-carboxylate in 6 ml dichloromethane. The cooling bath is removed, and the solution is stirred overnight at ambient temperature. Then the solution is diluted with dichloromethane and washed with aqueous K2CO3 solution and aqueous Na... Reactants: NC(=N)N (guanidine), C[C@@H]1N([C@H](CC1)C)CC(=O)OC (methyl (trans-2,5-dimethyl-pyrrolidin-1-yl)acetate). Product: NC(=NC(CN1[C@H](CC[C@@H]1C)C)=O)N (N-Diaminomethylene-(trans-2,5-dimethylpyrrolidin-1-yl)-acetamide). Reaction SMILES: [NH2:1][C:2]([NH2:4])=[NH:3].[CH3:5][C@H:6]1[CH2:10][CH2:9][C@H:8]([CH3:11])[N:7]1[CH2:12][C:13](OC)=[O:14]>>[NH2:3][C:2]([NH2:4])=[N:1][C:13](=[O:14])[CH2:12][N:7]1[C@@H:8]([CH3:11])[CH2:9][CH2:10][C@@H:6]1[CH3:5]. Reported procedure: By a procedure analogous to Example 7, guanidine is reacted with methyl (trans-2,5-dimethyl-pyrrolidin-1-yl)acetate to yield the title compound. Starting materials: C(C)OC(=O)C1=C(N(C(=C1Br)C1=CC=C(C=C1)F)C1=CC=C(C=C1)OC)CBr (4-bromo-2-bromomethyl-5-(4-fluoro-phenyl)-1-(4-methoxy-phenyl)-1H-pyrrole-3-carboxylic acid ethyl ester), C(C)OC(CNC(=O)OC(C)(C)C)=O (tert-butoxycarbonylamino-acetic acid ethyl ester). Product: C(C)OC(=O)C1=C(N(C(=C1Br)C1=CC=C(C=C1)F)C1=CC=C(C=C1)OC)CN(CC(=O)OCC)C(=O)OC(C)(C)C (4-Bromo-2-[(tert-butoxycarbonyl-ethoxycarbonylmethyl-amino)-methyl]-5-(4-fluoro-phenyl)-1-(4-methoxy-phenyl)-1H-pyrrole-3-carboxylic acid ethyl ester). Reaction SMILES: [CH2:1]([O:3][C:4]([C:6]1[C:10]([Br:11])=[C:9]([C:12]2[CH:17]=[CH:16][C:15]([F:18])=[CH:14][CH:13]=2)[N:8]([C:19]2[CH:24]=[CH:23][C:22]([O:25][CH3:26])=[CH:21][CH:20]=2)[C:7]=1[CH2:27]Br)=[O:5])[CH3:2].[CH2:29]([O:31][C:32](=[O:42])[CH2:33][NH:34][C:35]([O:37][C:38]([CH3:41])([CH3:40])[CH3:39])=[O:36])[CH3:30]>>[CH2:1]([O:3][C:4]([C:6]1[C:10]([Br:11])=[C:9]([C:12]2[CH:13]=[CH:14][C:15]([F:18])=[CH:16][CH:17]=2)[N:8]([C:19]2[CH:24]=[CH:23][C:22]([O:25][CH3:26])=[CH:21][CH:20]=2)[C:7]=1[CH2:27][N:34]([C:35]([O:37][C:38]([CH3:39])([CH3:41])[CH3:40])=[O:36])[CH2:33][C:32]([O:31][CH2:29][CH3:30])=[O:42])=[O:5])[CH3:2]. Procedure details: Prepared in analogy to that of Example 1(c) from 4-bromo-2-bromomethyl-5-(4-fluoro-phenyl)-1-(4-methoxy-phenyl)-1H-pyrrole-3-carboxylic acid ethyl ester and tert-butoxycarbonylamino-acetic acid ethyl ester. The title compound, ESI MS (m/z): 655 (M+Na+). Product: N1=CC=CC=2OCCC3=C(C21)SC(=C3)C=3N=C(N(C3)C3=C(C=CC=C3)Cl)N (4-(6,7-dihydropyrido[3,2-b]thieno[2,3-d]oxepin-9-yl)-(2-chlorophenyl)-2-amino-1H-imidazole). RXN SMILES: [N:1]1[C:11]2[C:10]3[S:12][C:13]([C:15]4[N:16]=[C:17]([NH:27]C(C)=O)[N:18]([C:20]5[CH:25]=[CH:24][CH:23]=[CH:22][C:21]=5[Cl:26])[CH:19]=4)=[CH:14][C:9]=3[CH2:8][CH2:7][O:6][C:5]=2[CH:4]=[CH:3][CH:2]=1.C(O)C.S(=O)(=O)(O)O>C([O-])([O-])=O.[Na+].[Na+]>[N:1]1[C:11]2[C:10]3[S:12][C:13]([C:15]4[N:16]=[C:17]([NH2:27])[N:18]([C:20]5[CH:25]=[CH:24][CH:23]=[CH:22][C:21]=5[Cl:26])[CH:19]=4)=[CH:14][C:9]=3[CH2:8][CH2:7][O:6][C:5]=2[CH:4]=[CH:3][CH:2]=1 |f:3.4.5|. Procedure details: From Example 37, 4-(6,7-dihydropyrido[3,2-b]thieno[2,3-d]oxepin-9-yl)-(2-chlorophenyl)-2-amino-1H-imidazole 127 (27 mg, 0.062 mmol) was added to ethanol (2 mL, 30 mmol) containing 1 ml of 10% aqueous sulfuric acid. The reaction was microwaved on 300 watts at 100° C. for 15 minutes. The reaction mixture was mixed with 10 ml of 1 M aq Na2CO3 and extracted with ethyl acetate twice. The organic layer was washed with brine and dried over K2CO3. The solvent was evaporated to afford 128. (18 mg, 74%). ... Solvent: C(=O)([O-])[O-].[Na+].[Na+] (Na2CO3). Starting materials: N1=CC=CC=2OCCC3=C(C21)SC(=C3)C=3N=C(N(C3)C3=C(C=CC=C3)Cl)NC(=O)C (4-(6,7-dihydropyrido[3,2-b]thieno[2,3-d]oxepin-9-yl)-(2-chlorophenyl)-2-acetamino-1H-imidazole), C(C)O (ethanol), S(O)(O)(=O)=O (sulfuric acid). Reactants: C(C)OC(CC1=C(C=C(C=C1)C1=CC=C(C=C1)C(CNS(=O)(=O)C(C)C)(C)F)[N+](=O)[O-])=O ({4′-[1-fluoro-1-methyl-2-(propane-2-sulfonylamino)-ethyl]-3-nitro-biphenyl-4-yl}-acetic acid ethyl ester), [OH-].[Na+] (NaOH), Cl (HCl). Solvent: C(C)O (Ethanol), O (H2O). Conditions: time 72 hour. Yields the product FC(CNS(=O)(=O)C(C)C)(C)C1=CC=C(C=C1)C1=CC(=C(C=C1)CC(=O)O)[N+](=O)[O-] ({4′-[1-Fluoro-1-methyl-2-(propane-2-sulfonylamino)-ethyl]-3-nitrobiphenyl-4-yl}-acetic Acid). As a reaction SMILES: C([O:3][C:4](=[O:32])[CH2:5][C:6]1[CH:11]=[CH:10][C:9]([C:12]2[CH:17]=[CH:16][C:15]([C:18]([F:28])([CH3:27])[CH2:19][NH:20][S:21]([CH:24]([CH3:26])[CH3:25])(=[O:23])=[O:22])=[CH:14][CH:13]=2)=[CH:8][C:7]=1[N+:29]([O-:31])=[O:30])C.[OH-].[Na+].Cl>C(O)C.O>[F:28][C:18]([C:15]1[CH:14]=[CH:13][C:12]([C:9]2[CH:10]=[CH:11][C:6]([CH2:5][C:4]([OH:32])=[O:3])=[C:7]([N+:29]([O-:31])=[O:30])[CH:8]=2)=[CH:17][CH:16]=1)([CH3:27])[CH2:19][NH:20][S:21]([CH:24]([CH3:25])[CH3:26])(=[O:22])=[O:23] |f:1.2|. Procedure details: To a solution of {4′-[1-fluoro-1-methyl-2-(propane-2-sulfonylamino)-ethyl]-3-nitro-biphenyl-4-yl}-acetic acid ethyl ester. (0.341 g, 0.731 mmol, prepared in example 47) in Ethanol (5.0 mL) is added a solution of 6.7% NaOH (15.0 mL) and the resulting mixture is stirred under N2 at ambient temperature for 72 h. The mixture is diluted with H2O (100 mL) and acidified with 37% HCl. Extraction with EtOAc followed by drying (MgSO4), filtration, and evaporation of the filtrate in vacuo gives the title c...